Dataset: the Open Reaction Database (ORD), a public repository of structured organic reaction records. Task: describe an organic reaction: reactants, conditions, products, and yield The reactants are Clc1cccc(Oc2cccc(N3CCNCC3)n2)c1, O=C(NCC(F)(F)F)C1(CCCCBr)c2ccccc2-c2ccccc21. Yields the product O=C(NCC(F)(F)F)C1(CCCCN2CCN(c3cccc(Oc4cccc(Cl)c4)n3)CC2)c2ccccc2-c2ccccc21. RXN SMILES: [Cl:1][c:2]1[cH:3][c:4]([O:5][c:6]2[cH:7][cH:8][cH:9][c:10]([N:12]3[CH2:13][CH2:14][NH:15][CH2:16][CH2:17]3)[n:11]2)[cH:18][cH:19][cH:20]1.[F:21][C:22]([CH2:23][NH:24][C:25](=[O:26])[C:27]1([CH2:40][CH2:41][CH2:42][CH2:43][Br:44])[c:28]2[cH:29][cH:30][cH:31][cH:32][c:33]2-[c:34]2[cH:35][cH:36][cH:37][cH:38][c:39]21)([F:45])[F:46]>>[Cl:1][c:2]1[cH:3][c:4]([O:5][c:6]2[cH:7][cH:8][cH:9][c:10]([N:12]3[CH2:13][CH2:14][N:15]([CH2:43][CH2:42][CH2:41][CH2:40][C:27]4([C:25]([NH:24][CH2:23][C:22]([F:21])([F:45])[F:46])=[O:26])[c:28]5[cH:29][cH:30][cH:31][cH:32][c:33]5-[c:34]5[cH:35][cH:36][cH:37][cH:38][c:39]54)[CH2:16][CH2:17]3)[n:11]2)[cH:18][cH:19][cH:20]1. The reactants are O=C1N(CCC2=CC=CC=C12)C(=O)NCCC1=CC=C(C=C1)S(=O)(=O)N (4-(2-[1-oxo-1,2,3,4-tetrahydroisoquinoline-2-carboxamido]-ethyl)-benzenesulfonamide), 1-oxo-1,2,3,4-tetrahydroisoquinoline 2-(N-2-phenylethyl)-carboxamide, ClS(=O)(=O)O (chlorosulfonic acid), S(=O)(=O)(O)Cl (sulfochloride), N (ammonia), C1(CCCCC1)N=C=O (cyclohexyl isocyanate), [OH-].[Na+] (sodium hydroxide). The solvent is CC(=O)C (acetone), CC(=O)C (acetone), O (water). Yields the product O=C1N(CCC2=CC=CC=C12)C(=O)NCCC1=CC=C(C=C1)S(=O)(=O)NC(=O)NC1CCCCC1 (N-(4-[2-(1-Oxo-1,2,3,4-tetrahydro-isoquinoline-2-carboxamido)-ethyl]-benzenesulfonyl)-N'-cyclohexyl-urea). As a reaction SMILES: [O:1]=[C:2]1[C:11]2[C:6](=[CH:7][CH:8]=[CH:9][CH:10]=2)[CH2:5][CH2:4][N:3]1[C:12]([NH:14][CH2:15][CH2:16][C:17]1[CH:22]=[CH:21][C:20]([S:23]([NH2:26])(=[O:25])=[O:24])=[CH:19][CH:18]=1)=[O:13].ClS(O)(=O)=O.N.[OH-].[Na+].[CH:35]1([N:41]=[C:42]=[O:43])[CH2:40][CH2:39][CH2:38][CH2:37][CH2:36]1>CC(C)=O.O>[O:1]=[C:2]1[C:11]2[C:6](=[CH:7][CH:8]=[CH:9][CH:10]=2)[CH2:5][CH2:4][N:3]1[C:12]([NH:14][CH2:15][CH2:16][C:17]1[CH:18]=[CH:19][C:20]([S:23]([NH:26][C:42]([NH:41][CH:35]2[CH2:40][CH2:39][CH2:38][CH2:37][CH2:36]2)=[O:43])(=[O:24])=[O:25])=[CH:21][CH:22]=1)=[O:13] |f:3.4|. Procedure: 5.5 g of 4-(2-[1-oxo-1,2,3,4-tetrahydroisoquinoline-2-carboxamido]-ethyl)-benzenesulfonamide (melting point 197°-198° C., prepared from 1-oxo-1,2,3,4-tetrahydroisoquinoline-2-(N-2-phenylethyl)-carboxamide [melting point 98°-99° C., prepared from 1-oxo-1,2,3,4-tetrahydro-isoquinoline and 2-phenylethyl isocyanate] and chlorosulfonic acid, with subsequent reaction of the sulfochloride with ammonia) are suspended in 75 ml of acetone and 7.5 ml of 2 N sodium hydroxide solution and the mixture is cool...